Dataset: the Open Reaction Database (ORD), a public repository of structured organic reaction records. Task: describe an organic reaction: reactants, conditions, products, and yield The reactants are CCN=C=NCCCN(C)C, CCN(C(C)C)C(C)C, Cl, O=C(O)c1cc(F)ccc1C(F)(F)F, O=C(NCC(=O)N1CCNCC1)c1ccc(-c2ccccc2)cc1, CN(C)C=O, O, On1nnc2ccccc21. Product: O=C(NCC(=O)N1CCN(C(=O)c2cc(F)ccc2C(F)(F)F)CC1)c1ccc(-c2ccccc2)cc1. Reaction SMILES: [CH3:34][CH2:35][N:36]=[C:37]=[N:38][CH2:39][CH2:40][CH2:41][N:42]([CH3:43])[CH3:44].[CH:1]([N:2]([CH2:3][CH3:4])[CH:5]([CH3:6])[CH3:7])([CH3:8])[CH3:9].[ClH:45].[F:10][c:11]1[cH:12][cH:13][c:14]([C:20]([F:21])([F:22])[F:23])[c:15]([C:16](=[O:17])[OH:18])[cH:19]1.[O:46]=[C:47]([CH2:48][NH:49][C:50](=[O:51])[c:52]1[cH:53][cH:54][c:55](-[c:58]2[cH:59][cH:60][cH:61][cH:62][cH:63]2)[cH:56][cH:57]1)[N:64]1[CH2:65][CH2:66][NH:67][CH2:68][CH2:69]1.[O:70]=[CH:71][N:72]([CH3:73])[CH3:74].[OH2:75].[OH:24][n:25]1[c:26]2[c:27]([cH:28][cH:29][cH:30][cH:31]2)[n:32][n:33]1>>[F:10][c:11]1[cH:12][cH:13][c:14]([C:20]([F:21])([F:22])[F:23])[c:15]([C:16](=[O:18])[N:67]2[CH2:66][CH2:65][N:64]([C:47](=[O:46])[CH2:48][NH:49][C:50](=[O:51])[c:52]3[cH:53][cH:54][c:55](-[c:58]4[cH:59][cH:60][cH:61][cH:62][cH:63]4)[cH:56][cH:57]3)[CH2:69][CH2:68]2)[cH:19]1. The reactants are C1OC=2C=C(C=CC2O1)NC1CCN(CC1)CC1=CC(=NC=C1)C1=CC(=C(C(=C1)OC)OC)OC (4-(3,4-Methylenedioxyphenylamino)-1-[[2-(3,4,5-trimethoxyphenyl)pyridin-4-yl]methyl]piperidine), COC=1C=C(C=C(C1OC)OC)C1=C(CCl)C=CC=C1 (2-(3,4,5-trimethoxyphenyl)benzyl chloride). The product is Cl.Cl.C1OC=2C=C(C=CC2O1)N(CC1=C(C=CC=C1)C1=CC(=C(C(=C1)OC)OC)OC)C1CCN(CC1)CC1=CC(=NC=C1)C1=CC(=C(C(=C1)OC)OC)OC (4-[N-(3,4-Methylenedioxyphenyl)-N-[2-(3,4,5-trimethoxyphenyl)benzyl]amino]-1-[[2-(3,4,5-trimethoxyphenyl)pyridin-4-yl]metyl]piperidine Dihydrochloride). Reaction SMILES: [CH2:1]1[O:9][C:8]2[CH:7]=[CH:6][C:5]([NH:10][CH:11]3[CH2:16][CH2:15][N:14]([CH2:17][C:18]4[CH:23]=[CH:22][N:21]=[C:20]([C:24]5[CH:29]=[C:28]([O:30][CH3:31])[C:27]([O:32][CH3:33])=[C:26]([O:34][CH3:35])[CH:25]=5)[CH:19]=4)[CH2:13][CH2:12]3)=[CH:4][C:3]=2[O:2]1.[CH3:36][O:37][C:38]1[CH:39]=[C:40]([C:48]2[CH:55]=[CH:54][CH:53]=[CH:52][C:49]=2[CH2:50][Cl:51])[CH:41]=[C:42]([O:46][CH3:47])[C:43]=1[O:44][CH3:45]>>[ClH:51].[ClH:51].[CH2:1]1[O:9][C:8]2[CH:7]=[CH:6][C:5]([N:10]([CH:11]3[CH2:16][CH2:15][N:14]([CH2:17][C:18]4[CH:23]=[CH:22][N:21]=[C:20]([C:24]5[CH:25]=[C:26]([O:34][CH3:35])[C:27]([O:32][CH3:33])=[C:28]([O:30][CH3:31])[CH:29]=5)[CH:19]=4)[CH2:13][CH2:12]3)[CH2:50][C:49]3[CH:52]=[CH:53][CH:54]=[CH:55][C:48]=3[C:40]3[CH:41]=[C:42]([O:46][CH3:47])[C:43]([O:44][CH3:45])=[C:38]([O:37][CH3:36])[CH:39]=3)=[CH:4][C:3]=2[O:2]1 |f:2.3.4|. Procedure: 4-(3,4-Methylenedioxyphenylamino)-1-[[2-(3,4,5-trimethoxyphenyl)pyridin-4-yl]methyl]piperidine (119 mg) and 2-(3,4,5-trimethoxyphenyl)benzyl chloride (114 mg) were condensed in the same manner as described in Example 9. A free base obtained was converted to a dihydrochloroide to give the title compound as yellow powder. Starting materials: Cl, Cc1cc2c(C)c(C(=O)O)oc2c(O)c1C, c1ccc2ncccc2c1. Product: Cc1cc2c(C)coc2c(O)c1C. As a reaction SMILES: [ClH:17].[OH:1][c:2]1[c:3]([CH3:16])[c:4]([CH3:15])[cH:5][c:6]2[c:7]([CH3:14])[c:8]([C:11]([OH:12])=[O:13])[o:9][c:10]12.[cH:18]1[cH:19][c:20]2[c:21]([n:22][cH:23][cH:24][cH:25]2)[cH:26][cH:27]1>>[OH:1][c:2]1[c:3]([CH3:16])[c:4]([CH3:15])[cH:5][c:6]2[c:7]([CH3:14])[cH:8][o:9][c:10]12. As a reaction SMILES: CO.[CH3:3][NH:4][NH2:5].CN([CH:9]=[C:10]1[C:15](=[O:16])[CH2:14][CH2:13][CH2:12][C:11]1=O)C>C(OCC)(=O)C>[CH3:3][N:4]1[CH:11]2[CH:10]([C:15](=[O:16])[CH2:14][CH2:13][CH2:12]2)[CH:9]=[N:5]1. Yield: 67.7%. Procedure details: A MeOH solution of methylhydrazine 0.046 g (0.01 mol) and 2-dimethylaminomethylene-cyclohexane-1,3-dione 1.67 g (0.01 mol) was stirred at room temperature for 1 h, and then was stirred at 50° C. for 1 h. NMR of crude material indicated the reaction was completed. Work up: The reaction mixture was diluted with ethyl acetate and washed with brine. The organic phase was dried with MgSO4, and the solvent was rotary evaporated. The crude product was filtered through silica gel, and 1.03 g pure produc... Run in C(C)(=O)OCC (ethyl acetate). Run at temperature 50 celsius, time 1 hour. Product: CN1N=CC2C(CCCC12)=O (1-Methyl-1,3a,5,6,7,7a-hexahydro-indazol-4-one). Reactants: CO (MeOH), CNN (methylhydrazine), CN(C)C=C1C(CCCC1=O)=O (2-dimethylaminomethylene-cyclohexane-1,3-dione). Starting materials: FC1=C(CO)C(=C(C=C1F)F)F (2,3,5,6-tetrafluorobenzyl alcohol), C(=C\C=C)/[C@H]1C([C@@H]1C(=O)O)(C)C ((1R,3R)-3-((E)-buta-1,3-dienyl)-2,2-dimethylcyclopropane-1-carboxylic acid), CN1C=NC=C1 (N-methyl imidazole), S(=O)(=O)(C1=CC=C(C)C=C1)Cl (tosyl chloride). Run in CC#N (CH3CN), CC#N (CH3CN), CC#N (CH3CN). Yields the product C(=C\C=C)/[C@H]1C([C@@H]1C(=O)OCC1=C(C(=CC(=C1F)F)F)F)(C)C (2,3,5,6-tetrafluorobenzyl(1R,3R)-3-((E)-Buta-1,3-dienyl)-2,2-dimethylcyclopropane-1-carboxylate). Isolated yield 97.6%. As a reaction SMILES: [CH:1](/[C@@H:5]1[C@@H:7]([C:8]([OH:10])=[O:9])[C:6]1([CH3:12])[CH3:11])=[CH:2]\[CH:3]=[CH2:4].CN1C=CN=C1.S(Cl)(C1C=CC(C)=CC=1)(=O)=O.[F:30][C:31]1[C:38]([F:39])=[CH:37][C:36]([F:40])=[C:35]([F:41])[C:32]=1[CH2:33]O>CC#N>[CH:1](/[C@@H:5]1[C@@H:7]([C:8]([O:10][CH2:33][C:32]2[C:35]([F:41])=[C:36]([F:40])[CH:37]=[C:38]([F:39])[C:31]=2[F:30])=[O:9])[C:6]1([CH3:12])[CH3:11])=[CH:2]\[CH:3]=[CH2:4]. Procedure details: In a similar way to that described in example 1 part b., 2.38 g (14.3 mmol) of (1R,3R)-3-((E)-buta-1,3-dienyl)-2,2-dimethylcyclopropane-1-carboxylic acid are added with 3.4 ml (43 mmol) of N-methyl imidazole dissolved in 43 ml of CH3CN, and reacted with 3.26 g (17.2 mmol) of tosyl chloride dissolved in 19 ml of CH3CN then with 2.6 ml (14.3 mmol) of 2,3,5,6-tetrafluorobenzyl alcohol dissolved in 16 ml of CH3CN. After purification on silica gel column with 100/1 (v/v) petroleum ether/ethyl ether a... Reactants: C(C)(=O)N1CCC2=C(C(=C(C(=C12)N)C)CC(=O)OCC)C (1-acetyl-7-amino-5-ethoxycarbonylmethyl-4,6-dimethylindoline), C(C)(C)N(CC)C(C)C (diisopropylethylamine), C(C)(=O)OCC (ethyl acetate), C(C(C)(C)C)(=O)Cl (pivaloyl chloride). Solvent: ClCCl (dichloromethane). The product is C(C)(=O)N1CCC2=C(C(=C(C(=C12)NC(C(C)(C)C)=O)C)CC(=O)OCC)C (N-(1-acetyl-5-ethoxycarbonylmethyl-4,6-dimethylindolin-7-yl)-2,2-dimethylpropanamide). Yield: 76.0%. RXN SMILES: [C:1]([N:4]1[C:12]2[C:7](=[C:8]([CH3:21])[C:9]([CH2:15][C:16]([O:18][CH2:19][CH3:20])=[O:17])=[C:10]([CH3:14])[C:11]=2[NH2:13])[CH2:6][CH2:5]1)(=[O:3])[CH3:2].C(N(C(C)C)CC)(C)C.[C:31](Cl)(=[O:36])[C:32]([CH3:35])([CH3:34])[CH3:33].C(OCC)(=O)C>ClCCl>[C:1]([N:4]1[C:12]2[C:7](=[C:8]([CH3:21])[C:9]([CH2:15][C:16]([O:18][CH2:19][CH3:20])=[O:17])=[C:10]([CH3:14])[C:11]=2[NH:13][C:31](=[O:36])[C:32]([CH3:35])([CH3:34])[CH3:33])[CH2:6][CH2:5]1)(=[O:3])[CH3:2]. Procedure: To a solution of 1-acetyl-7-amino-5-ethoxycarbonylmethyl-4,6-dimethylindoline obtained in Example 7 (4.0 g) in dichloromethane (40 ml) was added diisopropylethylamine (2.14 g, 1.2 equivalent) with stirring, and the resulting mixture was cooled to 0–5° C. Subsequently, to the reaction mixture was added dropwise pivaloyl chloride (1.74 g, 1.05 equivalent) at 0–5° C., and the resulting mixture was stirred for 1.0 hour at this temperature. The reaction mixture was washed with water (40 ml), and the ...